Task: describe an organic reaction: reactants, conditions, products, and yield. Dataset: the Open Reaction Database (ORD), a public repository of structured organic reaction records Yields the product C(C)(=O)OCC1=NC=C(C(=C1C)OC)C ((4-methoxy-3,5-dimethyl-2-pyridyl)methyl acetate). Starting materials: C(C)(=O)OC(C)=O (acetic anhydride), COC1=C(C(=[N+](C=C1C)[O-])C)C (4-methoxy-2,3,5-trimethylpyridine 1-oxide). Solvent: C(Cl)(Cl)Cl (chloroform). As a reaction SMILES: [C:1]([O:4][C:5](=[O:7])[CH3:6])(=O)[CH3:2].[CH3:8][O:9][C:10]1[C:15](C)=[CH:14][N+:13]([O-])=[C:12](C)[C:11]=1[CH3:19]>C(Cl)(Cl)Cl>[C:5]([O:4][CH2:1][C:2]1[C:15]([CH3:14])=[C:10]([O:9][CH3:8])[C:11]([CH3:19])=[CH:12][N:13]=1)(=[O:7])[CH3:6]. Procedure details: 215 ml of acetic anhydride are added dropwise at room temperature to a solution of 81.5 g of 4-methoxy-2,3,5-trimethylpyridine 1-oxide in 290 ml of chloroform. After boiling under reflux for 4 hours the solution is evaporated, the residue is dissolved in 200 ml of toluene and again evaporated. The residue is taken up in 500 ml of ethyl acetate and shaken out three times with 250 ml of saturated sodium bicarbonate solution. The organic phase is dried over sodium sulphate and evaporated in vacuo. ... RXN SMILES: [CH3:1][O:2][CH2:3][CH2:4][N:5]([CH2:6][CH2:7][O:8][CH3:9])[CH2:10][c:11]1[cH:12][cH:13][c:14]([N+:17]([O-:18])=[O:19])[cH:15][cH:16]1.[CH3:20][C:21](=[O:22])[OH:23].[Fe:24]>>[CH3:1][O:2][CH2:3][CH2:4][N:5]([CH2:6][CH2:7][O:8][CH3:9])[CH2:10][c:11]1[cH:12][cH:13][c:14]([NH2:17])[cH:15][cH:16]1. Yields the product COCCN(CCOC)Cc1ccc(N)cc1. Reactants: COCCN(CCOC)Cc1ccc([N+](=O)[O-])cc1, CC(=O)O, [Fe]. Starting materials: BrCc1ccccc1, O=C([O-])[O-], CC(C)=O, [K+], [K+], O=C1CCc2ccc(O)cc2O1. Yields the product O=C1CCc2ccc(OCc3ccccc3)cc2O1. As a reaction SMILES: [Br:13][CH2:14][c:15]1[cH:16][cH:17][cH:18][cH:19][cH:20]1.[C:21](=[O:22])([O-:23])[O-:24].[CH3:27][C:28](=[O:29])[CH3:30].[K+:25].[K+:26].[OH:1][c:2]1[cH:3][cH:4][c:5]2[c:10]([cH:11]1)[O:9][C:8](=[O:12])[CH2:7][CH2:6]2>>[O:1]([c:2]1[cH:3][cH:4][c:5]2[c:10]([cH:11]1)[O:9][C:8](=[O:12])[CH2:7][CH2:6]2)[CH2:14][c:15]1[cH:16][cH:17][cH:18][cH:19][cH:20]1. Starting materials: C(C)(C)SC1=C(C=O)C=C(C=C1)[N+](=O)[O-] (2-(isopropylthio)-5-nitrobenzaldehyde), C1(=CC=C(C=C1)[S@](=O)N)C ((S)-(+)-p-toluenesulfinamide), Ti(OEt)4. The solvent is C(Cl)Cl (CH2Cl2). Reaction conditions: temperature 75 celsius, time 30 minute. Yields the product C(C)(C)SC1=C(\C=N\[S@@](=O)C2=CC=C(C=C2)C)C=C(C=C1)[N+](=O)[O-] ((S,E)-N-(2-(Isopropylthio)-5-nitrobenzylidene)-4-methylbenzenesulfinamide). Isolated yield 88.3%. Reaction SMILES: [CH:1]([S:4][C:5]1[CH:12]=[CH:11][C:10]([N+:13]([O-:15])=[O:14])=[CH:9][C:6]=1[CH:7]=O)([CH3:3])[CH3:2].[C:16]1([CH3:25])[CH:21]=[CH:20][C:19]([S@@:22]([NH2:24])=[O:23])=[CH:18][CH:17]=1>C(Cl)Cl>[CH:1]([S:4][C:5]1[CH:12]=[CH:11][C:10]([N+:13]([O-:15])=[O:14])=[CH:9][C:6]=1/[CH:7]=[N:24]/[S@:22]([C:19]1[CH:20]=[CH:21][C:16]([CH3:25])=[CH:17][CH:18]=1)=[O:23])([CH3:3])[CH3:2]. Reported procedure: To 2-(isopropylthio)-5-nitrobenzaldehyde (234 mg, 1.0 mmol) and (S)-(+)-p-toluenesulfinamide (161 mg, 1.0 mmol) in CH2Cl2 (10 mL) was added Ti(OEt)4 (25% tech, 0.54 mL). The mixture was heated at 75° C. for 3.0 h. TLC indicated a clean reaction. Solvent was removed and the residue was redissolved in EtOAc, under stirring sat. Na2SO4 solution was added and the slurry was stirred at rt for 30 min before it was filtered through a pad of Celite®. The filtrate was extracted with EtOAc, washed with br... Reactants: ClCCCl, Cl, O=C(O)C1CN2CCC1CC2, CN(C)C=O, O, On1nnc2ccccc21, OC(Cc1ccccc1)c1ccccc1. Product: O=C(OC(Cc1ccccc1)c1ccccc1)C1CN2CCC1CC2. Reaction SMILES: [CH2:13]([Cl:14])[CH2:15][Cl:16].[ClH:1].[N:2]12[CH2:3][CH:4]([C:10](=[O:11])[OH:12])[CH:5]([CH2:6][CH2:7]1)[CH2:8][CH2:9]2.[O:42]=[CH:43][N:44]([CH3:45])[CH3:46].[OH2:47].[OH:17][n:18]1[c:19]2[c:20]([cH:21][cH:22][cH:23][cH:24]2)[n:25][n:26]1.[c:27]1([CH:33]([CH2:34][c:35]2[cH:36][cH:37][cH:38][cH:39][cH:40]2)[OH:41])[cH:28][cH:29][cH:30][cH:31][cH:32]1>>[N:2]12[CH2:3][CH:4]([C:10](=[O:11])[O:12][CH:33]([c:27]3[cH:28][cH:29][cH:30][cH:31][cH:32]3)[CH2:34][c:35]3[cH:36][cH:37][cH:38][cH:39][cH:40]3)[CH:5]([CH2:6][CH2:7]1)[CH2:8][CH2:9]2. As a reaction SMILES: [Br:1][N:2]1[C:3](=[O:4])[CH2:5][CH2:6][C:7]1=[O:8].[Cl:24][CH2:25][Cl:26].[Cl:9][c:10]1[c:11]2[c:12]([n:13][cH:14][n:15]1)[n:16]([CH:19]1[CH2:20][CH2:21][CH2:22][CH2:23]1)[cH:17][cH:18]2>>[Br:1][c:18]1[c:11]2[c:10]([Cl:9])[n:15][cH:14][n:13][c:12]2[n:16]([CH:19]2[CH2:20][CH2:21][CH2:22][CH2:23]2)[cH:17]1. Product: Clc1ncnc2c1c(Br)cn2C1CCCC1. The reactants are O=C1CCC(=O)N1Br, ClCCl, Clc1ncnc2c1ccn2C1CCCC1. The reactants are C1[C@@H]([C@H](C(=O)O1)O)O (L-threonolactone), N (NH3). The solvent is CO (MeOH). Conditions: temperature 0 celsius. Product: O=C([C@H](O)[C@@H](O)CO)N (L-threonamide). Reaction SMILES: [CH2:1]1[O:6][C:4](=[O:5])[C@H:3]([OH:7])[C@H:2]1[OH:8].[NH3:9]>CO>[O:5]=[C:4]([NH2:9])[C@@H:3]([C@H:2]([CH2:1][OH:6])[OH:8])[OH:7]. Procedure details: A solution of 5.50 g (46.57 mmoles) L-threonolactone in 100 mL MeOH, previously saturated with anhydrous NH3 at 0° C., was kept at room temperature for 48 h in a pressure bottle. The solvent was evaporated in vacuo, the residual oil re-evaporated from absolute EtOH, and the resulting solid crystallized from boiling EtOH. The crystals were collected after cooling at 0° C., washed with EtOH-Et2O (1:1 parts by volume), then with Et2O, and dried at 40° C./0.005 mm Hg to give 6.023 g (95.7%) of analy... The reactants are O=C(c1ncc[nH]1)c1ncc[nH]1, Clc1ccc(C2CCNCC2)cc1, CC(C)(C)OC(=O)NCC1CCN(c2ccc(N)cc2)C1. Yields the product CC(C)(C)OC(=O)NCC1CCN(c2ccc(NC(=O)N3CCC(c4ccc(Cl)cc4)CC3)cc2)C1. Reaction SMILES: [C:22](=[O:23])([c:24]1[nH:25][cH:26][cH:27][n:28]1)[c:29]1[nH:30][cH:31][cH:32][n:33]1.[Cl:34][c:35]1[cH:36][cH:37][c:38]([CH:41]2[CH2:42][CH2:43][NH:44][CH2:45][CH2:46]2)[cH:39][cH:40]1.[NH2:1][c:2]1[cH:3][cH:4][c:5]([N:8]2[CH2:9][CH:10]([CH2:13][NH:14][C:15]([O:16][C:17]([CH3:18])([CH3:19])[CH3:20])=[O:21])[CH2:11][CH2:12]2)[cH:6][cH:7]1>>[NH:1]([c:2]1[cH:3][cH:4][c:5]([N:8]2[CH2:9][CH:10]([CH2:13][NH:14][C:15]([O:16][C:17]([CH3:18])([CH3:19])[CH3:20])=[O:21])[CH2:11][CH2:12]2)[cH:6][cH:7]1)[C:22](=[O:23])[N:44]1[CH2:43][CH2:42][CH:41]([c:38]2[cH:37][cH:36][c:35]([Cl:34])[cH:40][cH:39]2)[CH2:46][CH2:45]1. Starting materials: FC(C(O)C1=C(C=CC=C1)I)(F)F (2,2,2-Trifluoro-1-(2-iodo-phenyl)-ethanol), FC(C1=NNC=C1)(F)F (3-trifluoromethyl pyrazole), C(=O)([O-])[O-].[K+].[K+] (K2CO3), CN[C@H]1[C@@H](CCCC1)NC ((1R,2R)-N,N′-dimethyl-cyclohexane-1,2-diamine). Reagents/catalysts: [Cu]I (CuI). Run in C(C)(=O)OCC (ethyl acetate), C1(=CC=CC=C1)C (toluene). Run at temperature 130 celsius. Yields the product FC(C(O)C1=C(C=CC=C1)N1N=C(C=C1)C(F)(F)F)(F)F (2,2,2-trifluoro-1-[2-(3-trifluoro methyl-pyrazol-1-yl)-phenyl]-ethanol). Yield: 45.1%. As a reaction SMILES: [F:1][C:2]([F:13])([F:12])[CH:3]([C:5]1[CH:10]=[CH:9][CH:8]=[CH:7][C:6]=1I)[OH:4].[F:14][C:15]([F:22])([F:21])[C:16]1[CH:20]=[CH:19][NH:18][N:17]=1.C([O-])([O-])=O.[K+].[K+].CN[C@@H]1CCCC[C@H]1NC>C(OCC)(=O)C.[Cu]I.C1(C)C=CC=CC=1>[F:1][C:2]([F:13])([F:12])[CH:3]([C:5]1[CH:10]=[CH:9][CH:8]=[CH:7][C:6]=1[N:18]1[CH:19]=[CH:20][C:16]([C:15]([F:22])([F:21])[F:14])=[N:17]1)[OH:4] |f:2.3.4|. Procedure: 2,2,2-Trifluoro-1-(2-iodo-phenyl)-ethanol (0.331 g, 1.1 mmol), 3-trifluoromethyl pyrazole (0.136 g, 1.0 mmol), CuI (0.019 g, 0.1 mmol), K2CO3 (0.290 g, 2.1 mmol), (1R,2R)-N,N′-dimethyl-cyclohexane-1,2-diamine (0.028 g, 0.2 mmol) and toluene (10 ml) were combined in a 20 ml pressure tube. The mixture was heated at 130° C. (oil bath temperature) for 12 h. The reaction mixture was diluted with ethyl acetate, and washed with H2O (2×20 ml), brine, and dried by sodium sulfate. Removal of solvent gave ... Starting materials: Cl (hydrochloric acid), aqueous solution, [OH-].[Li+] (lithium hydroxide), C(C)OC(C1=C(N=CC(=C1)F)Cl)=O (Ethyl-2-chloro-5-fluoro-nicotinoate). The solvent is O1CCCC1 (tetrahydrofuran). Conditions: time 3 day. The product is ClC1=C(C(=O)O)C=C(C=N1)F (2-chloro-5-fluoro nicotinic acid). Yield: 93.5%. As a reaction SMILES: C([O:3][C:4](=[O:13])[C:5]1[CH:10]=[C:9]([F:11])[CH:8]=[N:7][C:6]=1[Cl:12])C.[OH-].[Li+].Cl>O1CCCC1>[Cl:12][C:6]1[N:7]=[CH:8][C:9]([F:11])=[CH:10][C:5]=1[C:4]([OH:13])=[O:3] |f:1.2|. Reported procedure: Ethyl-2-chloro-5-fluoro-nicotinoate (50.4 g, 0.247 mol) (see reference J. Med. Chem., 1993, 36(18), 2676-88) was dissolved in tetrahydrofuran (350 ml) and a 2 M aqueous solution of lithium hydroxide (247 ml, 0.495 mol) added. The reaction mixture was stirred at room temperature for 3 days. The pH of the solution was reduced to pH equal to 1 by addition of 6N hydrochloric acid and then extracted with dichloromethane. The combined extracts were dried over anhydrous magnesium sulphate and the solve...